From a dataset of the Open Reaction Database (ORD), a public repository of structured organic reaction records. describe an organic reaction: reactants, conditions, products, and yield Reactants: secondary amines, C(=O)(OC)C(C1=CC=CC=C1)NC1=CC=C(C=C1)CN1C(=NC=2C1=NC(=CC2C)C)CC (3-[4-(N-(1-carbomethoxy-1-phenylmethyl)amino)phenylmethyl]-5,7-dimethyl-2-ethyl-3H-imidazo-[4,5-b]pyridine), C(C(C)C)Br (iso-butyl bromide). Product: C(=O)(OC)C(C1=CC=CC=C1)N(CC(C)C)C1=CC=C(C=C1)CN1C(=NC=2C1=NC(=CC2C)C)CC (3-[4-(N-(1-carbomethoxy-1-phenylmethyl)-N-iso-butylamino)phenylmethyl]-5,7-dimethyl-2-ethyl-3H-imidazo[4,5-b]-pyridine). As a reaction SMILES: [C:1]([CH:5]([NH:12][C:13]1[CH:18]=[CH:17][C:16]([CH2:19][N:20]2[C:24]3=[N:25][C:26]([CH3:30])=[CH:27][C:28]([CH3:29])=[C:23]3[N:22]=[C:21]2[CH2:31][CH3:32])=[CH:15][CH:14]=1)[C:6]1[CH:11]=[CH:10][CH:9]=[CH:8][CH:7]=1)([O:3][CH3:4])=[O:2].[CH2:33](Br)[CH:34]([CH3:36])[CH3:35]>>[C:1]([CH:5]([N:12]([C:13]1[CH:18]=[CH:17][C:16]([CH2:19][N:20]2[C:24]3=[N:25][C:26]([CH3:30])=[CH:27][C:28]([CH3:29])=[C:23]3[N:22]=[C:21]2[CH2:31][CH3:32])=[CH:15][CH:14]=1)[CH2:33][CH:34]([CH3:36])[CH3:35])[C:6]1[CH:7]=[CH:8][CH:9]=[CH:10][CH:11]=1)([O:3][CH3:4])=[O:2]. Procedure details: Using the general procedure for the alkylation of secondary amines described in Step A of Example 29, 3-[4-(N-(1-carbomethoxy-1-phenylmethylamino)phenylmethyl]-5,7-dimethyl-2-ethyl-3H-imidazo[4,5-b]pyridine (Step A, Example 28) was alkylated with iso-butyl bromide. Standard workup and purification by flash chromatography afforded the title compound. Starting materials: N1(CCNCC1)C=1C=C2CCC(NC2=CC1)=O (6-(1-Piperazinyl)-3,4-dihydrocarbostyril), C(O)([O-])=O.[Na+] (sodium hydrogencarbonate), CS(=O)C (dimethyl sulfoxide), CS(=O)C (dimethyl sulfoxide), BrC1=CC=C(C(=O)Cl)C=C1 (4-bromobenzoyl chloride). The solvent is O (water). The product is BrC1=CC=C(C(=O)N2CCN(CC2)C=2C=C3CCC(NC3=CC2)=O)C=C1 (6-[4-(4-bromobenzoyl)-1-piperazinyl]-3,4-dihydrocarbostyril). Yield: 17.2%. Reaction SMILES: [N:1]1([C:7]2[CH:8]=[C:9]3[C:14](=[CH:15][CH:16]=2)[NH:13][C:12](=[O:17])[CH2:11][CH2:10]3)[CH2:6][CH2:5][NH:4][CH2:3][CH2:2]1.C(=O)([O-])O.[Na+].CS(C)=O.[Br:27][C:28]1[CH:36]=[CH:35][C:31]([C:32](Cl)=[O:33])=[CH:30][CH:29]=1>O>[Br:27][C:28]1[CH:36]=[CH:35][C:31]([C:32]([N:4]2[CH2:5][CH2:6][N:1]([C:7]3[CH:8]=[C:9]4[C:14](=[CH:15][CH:16]=3)[NH:13][C:12](=[O:17])[CH2:11][CH2:10]4)[CH2:2][CH2:3]2)=[O:33])=[CH:30][CH:29]=1 |f:1.2|. Reported procedure: 6-(1-Piperazinyl)-3,4-dihydrocarbostyril (2.6 g) and 1 g of sodium hydrogencarbonate was added to 50 ml of dimethyl sulfoxide and the mixture was stirred with ice cooling while slowly adding dropwise 20 ml of dimethyl sulfoxide solution containing 3.2 g of 4-bromobenzoyl chloride. After completion of addition the reaction mixture was stirred at room temperature for 60 minutes. The reaction mixture was poured into a large amount of water and extracted with chloroform. The extract was washed with ... Starting materials: CCO, O=CO, COc1ccc(N(C(=O)CN2C(=O)C(Cc3nn(Cc4ccccc4)c4c3CCCC4)C(=O)N(c3ccccc3)c3ccccc32)C(C)C)cc1. The product is COc1ccc(N(C(=O)CN2C(=O)C(Cc3n[nH]c4c3CCCC4)C(=O)N(c3ccccc3)c3ccccc32)C(C)C)cc1. RXN SMILES: [CH3:55][CH2:56][OH:57].[CH:52]([OH:53])=[O:54].[O:1]=[C:2]1[CH:3]([CH2:35][c:36]2[n:37][n:38]([CH2:45][c:46]3[cH:47][cH:48][cH:49][cH:50][cH:51]3)[c:39]3[c:44]2[CH2:43][CH2:42][CH2:41][CH2:40]3)[C:4](=[O:34])[N:5]([c:28]2[cH:29][cH:30][cH:31][cH:32][cH:33]2)[c:6]2[c:7]([cH:24][cH:25][cH:26][cH:27]2)[N:8]1[CH2:9][C:10](=[O:11])[N:12]([c:13]1[cH:14][cH:15][c:16]([O:19][CH3:20])[cH:17][cH:18]1)[CH:21]([CH3:22])[CH3:23]>>[O:1]=[C:2]1[CH:3]([CH2:35][c:36]2[n:37][nH:38][c:39]3[c:44]2[CH2:43][CH2:42][CH2:41][CH2:40]3)[C:4](=[O:34])[N:5]([c:28]2[cH:29][cH:30][cH:31][cH:32][cH:33]2)[c:6]2[c:7]([cH:24][cH:25][cH:26][cH:27]2)[N:8]1[CH2:9][C:10](=[O:11])[N:12]([c:13]1[cH:14][cH:15][c:16]([O:19][CH3:20])[cH:17][cH:18]1)[CH:21]([CH3:22])[CH3:23]. Reaction SMILES: C(=O)=O.[CH:4](O)([CH3:6])[CH3:5].[Li].[Li].C(OCC)C.BrC=CC.[CH3:19][C:20]1[CH:25]=[CH:24][CH2:23][C:22]([CH3:27])([CH3:26])[C:21]=1[CH:28]=[O:29].[Cl-].[NH4+]>C(OCC)C>[CH3:19][C:20]1[CH:25]=[CH:24][CH2:23][C:22]([CH3:26])([CH3:27])[C:21]=1[CH:28]([CH:5]=[CH:4][CH3:6])[OH:29] |f:0.1,3.4,7.8,^1:7,8|. The reactants are CC1=C(C(CC=C1)(C)C)C=O (Safranal), C(=O)=O.C(C)(C)O (dry-ice isopropyl alcohol), BrC=CC (1-bromo-1-propene), [Cl-].[NH4+] (ammonium chloride), CC1=C(C(CC=C1)(C)C)C=O (safranal), [Li] (lithium), [Li].C(C)OCC (lithium diethyl ether), BrC=CC (1-bromo-1-propene). Conditions: temperature -10 celsius. The solvent is C(C)OCC (diethyl ether), C(C)OCC (diethyl ether), C(C)OCC (diethyl ether). Reported procedure: Into a 500 ml reaction flask equipped with immersion thermometer, mechanical stirrer, 250 ml addition funnel, Freidrich's condenser, dry-ice/isopropyl alcohol bath and gas bubbler is placed 1.9 grams (0.28 gram atoms) of lithium wire cut up (44.7 cm in length), and 100 ml anhydrous diethyl ether. The lithium/diethyl ether mixture is cooled with stirred to -10° C. 15.7 Grams (0.13 moles) of 1-bromo-1-propene dissolved in 40 ml diethyl ether is then added dropwise from the addition funnel while ma... Product: CC1=C(C(CC=C1)(C)C)C(O)C=CC (2,6,6-Trimethyl-α-n-Propenyl-1,3-Cyclohexadiene-1-Methanol). The reactants are CC#N, C1=C(c2c[nH]c3ccccc23)CC2CCC1N2, ClCCOc1cccc2[nH]ccc12, [K+], [K+], O=C([O-])[O-]. Product: C1=C(c2c[nH]c3ccccc23)CC2CCC1N2CCOc1cccc2[nH]ccc12. As a reaction SMILES: [CH3:37][C:38]#[N:39].[CH:1]12[CH:2]=[C:3]([c:9]3[cH:10][nH:11][c:12]4[cH:13][cH:14][cH:15][cH:16][c:17]34)[CH2:4][CH:5]([CH2:6][CH2:7]1)[NH:8]2.[Cl:18][CH2:19][CH2:20][O:21][c:22]1[c:23]2[cH:24][cH:25][nH:26][c:27]2[cH:28][cH:29][cH:30]1.[K+:31].[K+:32].[O-:33][C:34]([O-:35])=[O:36]>>[CH:1]12[CH:2]=[C:3]([c:9]3[cH:10][nH:11][c:12]4[cH:13][cH:14][cH:15][cH:16][c:17]34)[CH2:4][CH:5]([CH2:6][CH2:7]1)[N:8]2[CH2:19][CH2:20][O:21][c:22]1[c:23]2[cH:24][cH:25][nH:26][c:27]2[cH:28][cH:29][cH:30]1.